From a dataset of the Open Reaction Database (ORD), a public repository of structured organic reaction records. describe an organic reaction: reactants, conditions, products, and yield The reactants are CC(=O)O[BH-](OC(C)=O)OC(C)=O, CC(=O)O[BH-](OC(C)=O)OC(C)=O, CO, O=Cc1cnc(CO)c(Cl)c1, ClCCl, COc1cnc2ccc(=O)n(CCN3CCC(N)CC3)c2c1, [Na+]. Yields the product COc1cnc2ccc(=O)n(CCN3CCC(NCc4cnc(CO)c(Cl)c4)CC3)c2c1. Reaction SMILES: [C:34]([O:35][BH-:36]([O:37][C:38](=[O:39])[CH3:40])[O:41][C:42](=[O:43])[CH3:44])(=[O:45])[CH3:46].[C:48]([O:49][BH-:50]([O:51][C:52](=[O:53])[CH3:54])[O:55][C:56](=[O:57])[CH3:58])(=[O:59])[CH3:60].[CH3:64][OH:65].[Cl:23][c:24]1[cH:25][c:26]([CH:32]=[O:33])[cH:27][n:28][c:29]1[CH2:30][OH:31].[Cl:61][CH2:62][Cl:63].[NH2:1][CH:2]1[CH2:3][CH2:4][N:5]([CH2:8][CH2:9][n:10]2[c:11](=[O:22])[cH:12][cH:13][c:14]3[n:15][cH:16][c:17]([O:20][CH3:21])[cH:18][c:19]23)[CH2:6][CH2:7]1.[Na+:47]>>[NH:1]([CH:2]1[CH2:3][CH2:4][N:5]([CH2:8][CH2:9][n:10]2[c:11](=[O:22])[cH:12][cH:13][c:14]3[n:15][cH:16][c:17]([O:20][CH3:21])[cH:18][c:19]23)[CH2:6][CH2:7]1)[CH2:32][c:26]1[cH:25][c:24]([Cl:23])[c:29]([CH2:30][OH:31])[n:28][cH:27]1. The reactants are C=O, CCOC(=O)c1cn(NC)c2c(F)c(F)c(F)cc2c1=O, O. Yields the product CCOC(=O)c1cn(N(C)CO)c2c(F)c(F)c(F)cc2c1=O. Reaction SMILES: [CH2:22]=[O:23].[CH3:1][NH:2][n:3]1[cH:4][c:5]([C:17](=[O:18])[O:19][CH2:20][CH3:21])[c:6](=[O:16])[c:7]2[cH:8][c:9]([F:15])[c:10]([F:14])[c:11]([F:13])[c:12]12.[OH2:24]>>[CH3:1][N:2]([n:3]1[cH:4][c:5]([C:17](=[O:18])[O:19][CH2:20][CH3:21])[c:6](=[O:16])[c:7]2[cH:8][c:9]([F:15])[c:10]([F:14])[c:11]([F:13])[c:12]12)[CH2:22][OH:23]. Starting materials: C[Si](C)(C)I (Trimethylsilyliodide), COC=1C=C2C(CC2(C(=O)N2CCCCC2)C)=CC1 (5-Methoxy-1-methyl-1-(1-piperidinylcarbonyl) benzocyclobutene). The solvent is C(Cl)Cl (methylene chloride), C(Cl)Cl (methylene chloride). Yields the product OC=1C=C2C(CC2(C(=O)N2CCCCC2)C)=CC1 (5-Hydroxy-1-methyl-1-(1-piperidinylcarbonyl) benzocyclobutene). Reaction SMILES: C[Si](I)(C)C.C[O:7][C:8]1[CH:9]=[C:10]2[C:13]([CH3:22])([C:14]([N:16]3[CH2:21][CH2:20][CH2:19][CH2:18][CH2:17]3)=[O:15])[CH2:12][C:11]2=[CH:23][CH:24]=1>C(Cl)Cl>[OH:7][C:8]1[CH:9]=[C:10]2[C:13]([CH3:22])([C:14]([N:16]3[CH2:21][CH2:20][CH2:19][CH2:18][CH2:17]3)=[O:15])[CH2:12][C:11]2=[CH:23][CH:24]=1. Reported procedure: Trimethylsilyliodide (46.4 ml) is added dropwise to a stirred solution of the 5-methoxy compound of Step 3. above (42.1 g) in methylene chloride (100 ml) under nitrogen and the mixture is refluxed for 48 hours. The reaction mixture is diluted with methylene chloride, washed with 10% aq. sodium sulphite, water, dried, filtered, and evaporated in vacuo. The residue is triturated with acetonitrile affording a white solid. The filtrate is evaporated in vacuo affording a viscous liquid which is chrom... The reactants are CN1N=CC=C1B1OC(C(O1)(C)C)(C)C (1-methyl-5-(4,4,5,5-tetramethyl-1,3,2-dioxaborolan-2-yl)-1H-pyrazole), ClN1C(CCC1=O)=O (N-chlorosuccinimide), O1CCCC1 (tetrahydrofuran). The product is ClC=1C=NN(C1B1OC(C(O1)(C)C)(C)C)C (4-Chloro-1-methyl-5-(4,4,5,5-tetramethyl-1,3,2-dioxaborolan-2-yl)-1H-pyrazole). The yield is 92.6%. Reaction SMILES: [CH3:1][N:2]1[C:6]([B:7]2[O:11][C:10]([CH3:13])([CH3:12])[C:9]([CH3:15])([CH3:14])[O:8]2)=[CH:5][CH:4]=[N:3]1.[Cl:16]N1C(=O)CCC1=O.O1CCCC1>>[Cl:16][C:5]1[CH:4]=[N:3][N:2]([CH3:1])[C:6]=1[B:7]1[O:11][C:10]([CH3:13])([CH3:12])[C:9]([CH3:15])([CH3:14])[O:8]1. Reported procedure: A solution of 1-methyl-5-(4,4,5,5-tetramethyl-1,3,2-dioxaborolan-2-yl)-1H-pyrazole (1.00 g, 4.81 mmol) and N-chlorosuccinimide (0.671 g, 5.05 mmol) in tetrahydrofuran (10 mL, 100 mmol) was stirred at 70° C. for 2 hrs. The reaction mixture was concentrated under reduced pressure and the residue was purified by combi-flash chromatography and eluted with EtOAc/hexane (10-80%). The purification afforded 1.08 g (78% yield) of the desired product as white solid. Starting materials: C(C1=CC=CC=C1)Br (benzyl bromide), O1CCOC2=C1C=CC(=C2)CC=2C=C(C=CC2CC)[C@@H]2O[C@@H]([C@H]([C@@H]([C@H]2O)O)O)COC(C2=CC=CC=C2)(C2=CC=CC=C2)C2=CC=CC=C2 ((2S,3R,4R,5S,6R)-2-[3-(2,3-dihydro-benzo[1,4]dioxin-6-ylmethyl)-4-ethyl-phenyl]-6-trityloxymethyl-tetrahydro-pyran-3,4,5-triol), [H-].[Na+] (sodium hydride). The reagents and catalysts are CCCC[N+](CCCC)(CCCC)CCCC.[I-] (TBAI). Run in CN(C)C=O (DMF), CN(C)C=O (DMF). Run at time 4 hour. Yields the product O1CCOC2=C1C=CC=C2 (2,3-dihydro-benzo[1,4]dioxine). Reaction SMILES: [H-].[Na+].[O:3]1[C:8]2[CH:9]=[CH:10][C:11](CC3C=C([C@H]4[C@H](O)[C@@H](O)[C@H](O)[C@@H](COC(C5C=CC=CC=5)(C5C=CC=CC=5)C5C=CC=CC=5)O4)C=CC=3CC)=[CH:12][C:7]=2[O:6][CH2:5][CH2:4]1.C(Br)C1C=CC=CC=1>CN(C=O)C.CCCC[N+](CCCC)(CCCC)CCCC.[I-]>[O:3]1[C:8]2[CH:9]=[CH:10][CH:11]=[CH:12][C:7]=2[O:6][CH2:5][CH2:4]1 |f:0.1,5.6|. Procedure: To a stirred suspension of sodium hydride (60% in mineral oil, 2.2 g, 54.64 mmol) in DMF (40 ml), was added a solution of (2S,3R,4R,5S,6R)-2-[3-(2,3-dihydro-benzo[1,4]dioxin-6-ylmethyl)-4-ethyl-phenyl]-6-trityloxymethyl-tetrahydro-pyran-3,4,5-triol (8.0 g, 12.14 mmol) in DMF (10 ml) at 0° C. After stirring for 4 h at room temperature, reaction mixture was cooled to 0° C. and added TBAI (0.45 g, 1.21 mmol) followed by benzyl bromide (5.1 ml, 42.50 mmol). Then it was allowed to attain room tempera... The reactants are [Cl-].[Ca+2].[Cl-] (calcium chloride), O (water), [N+](=O)([O-])C=1C=NN2C1C=CC=C2 (3-nitropyrazolo[1,5-a]pyridine). Reagents/catalysts: [Zn] (zinc). Run in C(C)O (ethanol). Yields the product N1=CC(=C2N1C=CC=C2)N (pyrazolo[1,5-a]pyridin-3-amine). Isolated yield 77.2%. RXN SMILES: [N+:1]([C:4]1[CH:5]=[N:6][N:7]2[CH:12]=[CH:11][CH:10]=[CH:9][C:8]=12)([O-])=O.[Cl-].[Ca+2].[Cl-].O>C(O)C.[Zn]>[N:6]1[N:7]2[CH:12]=[CH:11][CH:10]=[CH:9][C:8]2=[C:4]([NH2:1])[CH:5]=1 |f:1.2.3|. Reported procedure: To a mixture of 3-nitropyrazolo[1,5-a]pyridine (2.35 g, 14.4 mmol) and zinc (28.2 g, 432 mmol) in 78% ethanol (75.0 mL) was added a solution of calcium chloride (0.8 g, 7.2 mmol) in a minimum amount of water. The resulting mixture was refluxed for 2 h and filtered in hot and washed with hot ethanol. The filtrate was concentrated in vacuo to dryness and the residue was subjected to column chromatography (EtOAc) to give an orangish solid as the desired product (1.48 g, 77%): 1H NMR (400 MHz, CDCl3... Starting materials: ClC1=CC=CC2=C1C(N1[C@H](C=3N2C=NC3C3=NOC(=N3)CCl)CC1)=O ((S)-8-chloro-1-(5-chloromethyl-1,2,4-oxadiazol-3-yl)-12,12a-dihydro-9H,11H-azeto[2,1-c]imidazo[1,5-a][1,4]benzodiazepin-9-one), C(CCCC)NCCCCC (dipentylamine). The solvent is CN(C=O)C (N,N-dimethylformamide). Product: ClC1=CC=CC2=C1C(N1[C@H](C=3N2C=NC3C3=NOC(=N3)CN(CCCCC)CCCCC)CC1)=O ((S)-8-chloro-1-(5-dipentylaminomethyl-1,2,4-oxadiazol-3-yl)-12,12a-dihydro-9H,11H-azeto[2,1-c]imidazo[1,5-a][1,4]benzodiazepin-9-one). Isolated yield 67.7%. Reaction SMILES: [Cl:1][C:2]1[C:7]2[C:8](=[O:25])[N:9]3[CH2:24][CH2:23][C@H:10]3[C:11]3[N:12]([CH:13]=[N:14][C:15]=3[C:16]3[N:20]=[C:19]([CH2:21]Cl)[O:18][N:17]=3)[C:6]=2[CH:5]=[CH:4][CH:3]=1.[CH2:26]([NH:31][CH2:32][CH2:33][CH2:34][CH2:35][CH3:36])[CH2:27][CH2:28][CH2:29][CH3:30]>CN(C)C=O>[Cl:1][C:2]1[C:7]2[C:8](=[O:25])[N:9]3[CH2:24][CH2:23][C@H:10]3[C:11]3[N:12]([CH:13]=[N:14][C:15]=3[C:16]3[N:20]=[C:19]([CH2:21][N:31]([CH2:32][CH2:33][CH2:34][CH2:35][CH3:36])[CH2:26][CH2:27][CH2:28][CH2:29][CH3:30])[O:18][N:17]=3)[C:6]=2[CH:5]=[CH:4][CH:3]=1. Procedure details: 1.13 g (3 mmol) of (S)-8-chloro-1-(5-chloromethyl-1,2,4-oxadiazol-3-yl)-12,12a-dihydro-9H,11H-azeto[2,1-c]imidazo[1,5-a][1,4]benzodiazepin-9-one were stirred at room temperature overnight with 2 g (12.7 mmol) of dipentylamine and 15 ml of N,N-dimethylformamide. By evaporation of the reaction mixture and chromatography of the residue on silica gel while eluting with ethyl acetate there were obtained 1.01 g (68%) of (S)-8-chloro-1-(5-dipentylaminomethyl-1,2,4-oxadiazol-3-yl)-12,12a-dihydro-9H,11H-...